Dataset: the Open Reaction Database (ORD), a public repository of structured organic reaction records. Task: describe an organic reaction: reactants, conditions, products, and yield Starting materials: C([O-])([O-])=O.[K+].[K+] (potassium carbonate), Cl (hydrochloric acid), C(#N)C(C)(C)NS(=O)(=O)C=C (N-(2-cyano-2-propyl)-vinylsulfonamide), product, solution, CS (methanethiol), CS.CO (methanethiol methanol). Solvent: CO (methanol). Reaction conditions: time 8 hour. The product is C(#N)C(C)(C)NS(=O)(=O)CCSC (N-(2-Cyano-2-propyl)-2-methylthioethylsulfonamide). Reaction SMILES: [C:1]([C:3]([NH:6][S:7]([CH:10]=[CH2:11])(=[O:9])=[O:8])([CH3:5])[CH3:4])#[N:2].[CH3:12][SH:13].C(=O)([O-])[O-].[K+].[K+].CS.CO.Cl>CO>[C:1]([C:3]([NH:6][S:7]([CH2:10][CH2:11][S:13][CH3:12])(=[O:8])=[O:9])([CH3:5])[CH3:4])#[N:2] |f:2.3.4,5.6|. Procedure: To a solution of 8.2 g (0.0470 moles) N-(2-cyano-2-propyl)-vinylsulfonamide (the product of Example 26) in 30 ml methanol, 32 ml of a 1.5M solution of methanethiol was added over 5 minutes. A small amount (a few mg) of potassium carbonate was added to the mixture and it was stirred overnight at room temperature. The reaction mixture was warmed to about 30° C., more methanethiol/methanol solution (about 10 ml) was added, and the resulting mixture was stirred at 30° C. for four hours. The mixture ... The reactants are CCOC(=O)c1ncn2cc(Br)sc12, CO, [K+], [OH-]. Product: O=C(O)c1ncn2cc(Br)sc12. As a reaction SMILES: [Br:3][c:4]1[cH:5][n:6]2[c:7]([s:8]1)[c:9]([C:12](=[O:13])[O:14][CH2:15][CH3:16])[n:10][cH:11]2.[CH3:17][OH:18].[K+:2].[OH-:1]>>[Br:3][c:4]1[cH:5][n:6]2[c:7]([s:8]1)[c:9]([C:12](=[O:13])[OH:14])[n:10][cH:11]2. The reactants are [Br-].[Na+] (sodium bromide), BrBr (bromine), C([O-])([O-])=O.[Na+].[Na+] (sodium carbonate), COCC=1C(=C(N)C=CC1)C (3-methoxymethyl-2-methylaniline), [S-]C#N.[Na+] (sodium thiocyanate). Run in CO (methanol), C(Cl)(Cl)Cl (Chloroform), CO (methanol), O (water). Reaction conditions: temperature 0 celsius, time 1 hour. Yields the product COCC=1C(=C(N)C=CC1SC#N)C (3-Methoxymethyl-2-methyl-4-thiocyanoaniline). The yield is 94.7%. Reaction SMILES: [CH3:1][O:2][CH2:3][C:4]1[C:5]([CH3:11])=[C:6]([CH:8]=[CH:9][CH:10]=1)[NH2:7].[S-:12][C:13]#[N:14].[Na+].[Br-].[Na+].BrBr.C(=O)([O-])[O-].[Na+].[Na+]>CO.C(Cl)(Cl)Cl.O>[CH3:1][O:2][CH2:3][C:4]1[C:5]([CH3:11])=[C:6]([CH:8]=[CH:9][C:10]=1[S:12][C:13]#[N:14])[NH2:7] |f:1.2,3.4,6.7.8|. Procedure: 22.6 g (0.15 mol) of 3-methoxymethyl-2-methylaniline was dissolved in 300 ml of methanol. Then, 36.5 g of sodium thiocyanate was added thereto to obtain a uniform solution. This solution was cooled to 0° C., and 100 ml of a saturated methanol solution of sodium bromide with 25.2 g of bromine was dropwise added thereto so that the reaction temperature did not exceed 5° C. After the dropwise addition, the mixture was stirred at a temperature of not higher than 5° C. for 1 hour and at room temperat... As a reaction SMILES: [CH3:1][O:2][C:3]1[CH:8]=[C:7]([N+:9]([O-:11])=[O:10])[CH:6]=[CH:5][C:4]=1[OH:12].Br[CH2:14][CH:15](C)[CH2:16][C:17]([O:19][CH3:20])=[O:18].[C:22](=O)([O-])[O-].[K+].[K+]>CN(C=O)C>[CH3:14][CH:15]([CH2:1][O:2][C:3]1[CH:8]=[C:7]([N+:9]([O-:11])=[O:10])[CH:6]=[CH:5][C:4]=1[O:12][CH3:22])[CH2:16][C:17]([O:19][CH3:20])=[O:18] |f:2.3.4|. Conditions: temperature 80 celsius, time 8 hour. The reactants are COC1=C(C=CC(=C1)[N+](=O)[O-])O (2-methoxy-4-nitrophenol), BrCC(CC(=O)OC)C (methyl 4-bromo-3-methylbutyrate), C([O-])([O-])=O.[K+].[K+] (potassium carbonate). The solvent is CN(C)C=O (DMF). Procedure: A mixture of 2-methoxy-4-nitrophenol (0.207 mg. 1.23 mmole) {Aldrich}, methyl 4-bromo-3-methylbutyrate(0.25 g. 1.35 mmole) and potassium carbonate (0.19 g. 1.35 mmole) in DMF (10 mL.) was heated and stirred at 80° C. for 8 hours. After cooling, the inorganics were filtered off, and the filtrate evaporated to dryness. The residue was dissolved in dichloromethane and washed twice with water. After drying (MgSO4) the solvent was evaporated off to yield an oil. The oil was purified by chromatography... The product is CC(CC(=O)OC)COC1=C(C=CC(=C1)[N+](=O)[O-])OC (methyl 3-methyl-4-(2-methoxy-5-nitrophenoxy)butyrate).